Task: describe an organic reaction: reactants, conditions, products, and yield. Dataset: the Open Reaction Database (ORD), a public repository of structured organic reaction records Reactants: N1(CCOCC1)CC1=CC2=C(NC(=N2)C2=NNC=C2[N+](=O)[O-])C=C1 (5-morpholin-4-ylmethyl-2-(4-nitro-1H-pyrazol-3-yl)1H-benzimidazole). The reagents and catalysts are [Pd] (Palladium on carbon). The solvent is CN(C)C=O (DMF). Reaction conditions: time 4 hour. The product is N1(CCOCC1)CC1=CC2=C(NC(=N2)C2=NNC=C2N)C=C1 (3-(5-morpholin-4-ylmethyl-1H-benzimidazol-2-yl)-1H-pyrazol-4-ylamine). Isolated yield 71.1%. As a reaction SMILES: [N:1]1([CH2:7][C:8]2[CH:24]=[CH:23][C:11]3[NH:12][C:13]([C:15]4[C:19]([N+:20]([O-])=O)=[CH:18][NH:17][N:16]=4)=[N:14][C:10]=3[CH:9]=2)[CH2:6][CH2:5][O:4][CH2:3][CH2:2]1>[Pd].CN(C=O)C>[N:1]1([CH2:7][C:8]2[CH:24]=[CH:23][C:11]3[NH:12][C:13]([C:15]4[C:19]([NH2:20])=[CH:18][NH:17][N:16]=4)=[N:14][C:10]=3[CH:9]=2)[CH2:6][CH2:5][O:4][CH2:3][CH2:2]1. Procedure details: Palladium on carbon (10%, 0.08 g) was added to solution of 5-morpholin-4-ylmethyl-2-(4-nitro-1H-pyrazol-3-yl)1H-benzimidazole (0.82 g, 2.5 mmol) in DMF (30 ml) under an atmosphere of nitrogen. The mixture was shaken under a hydrogen atmosphere for 4 h then filtered through celite, washing with methanol. The filtrate was concentrated in vacuo to give 3-(5-morpholin-4-ylmethyl-1H-benzimidazol-2-yl)-1H-pyrazol-4-ylamine as a brown solid (530 mg, 71%). (LC/MS: Rt 1.94, [M+H]+ 299). Reactants: C(CCC)OC(=O)C=1N=C(C2=CC=C(C=C2C1O)OC1CCCCC1)Br (1-bromo-6-cyclohexyloxy-4-hydroxy-isoquinoline-3-carboxylic acid butyl ester), C(#N)[Cu] (CuCN), CN1CCCC1 (N-methyl-pyrrolidine). Solvent: O (water). Conditions: temperature 130 celsius. The product is C(CCC)OC(=O)C=1N=C(C2=CC=C(C=C2C1O)OC1CCCCC1)C#N (1-Cyano-6-cyclohexyloxy-4-hydroxy-isoquinoline-3-carboxylic acid butyl ester). Isolated yield 76.5%. RXN SMILES: [CH2:1]([O:5][C:6]([C:8]1[N:9]=[C:10](Br)[C:11]2[C:16]([C:17]=1[OH:18])=[CH:15][C:14]([O:19][CH:20]1[CH2:25][CH2:24][CH2:23][CH2:22][CH2:21]1)=[CH:13][CH:12]=2)=[O:7])[CH2:2][CH2:3][CH3:4].[C:27]([Cu])#[N:28].CN1CCCC1>O>[CH2:1]([O:5][C:6]([C:8]1[N:9]=[C:10]([C:27]#[N:28])[C:11]2[C:16]([C:17]=1[OH:18])=[CH:15][C:14]([O:19][CH:20]1[CH2:25][CH2:24][CH2:23][CH2:22][CH2:21]1)=[CH:13][CH:12]=2)=[O:7])[CH2:2][CH2:3][CH3:4]. Reported procedure: A mixture of 1-bromo-6-cyclohexyloxy-4-hydroxy-isoquinoline-3-carboxylic acid butyl ester (see U.S. Patent Application Publication No. 2004/0254215; 350 mg, 0.83 mmol), CuCN (149 mg, 1.66 mmol) and N-methyl-pyrrolidine (2.5 mL) was heated at 130° C. for 2 h. After cooled, reaction mixture was poured into water (50 mL) with stirring. Precipitate was collected and rinsed with water. Resulting solid was partitioned between ethyl acetate and 10% aqueous NH4OH (50 mL), and vigorously stirred for 15 m... Reactants: [Li+].CC(C)[N-]C(C)C (LDA), C(C)(C)(C)[Si](O[C@@H]1CC[C@H](CC1)N1C(CCCC1)=O)(C)C (trans-1-(4-[tert-butyl-dimethyl-silanyloxy)-cyclohexyl]-piperidin-2-one), BrCC1=C(C=CC=C1F)Cl (2-bromomethyl-1-chloro-3-fluoro-benzene). The solvent is C1CCOC1 (THF), C1CCOC1 (THF). Run at temperature -78 celsius, time 5 minute. Yields the product ClC1=C(CC2C(N(CCC2)[C@@H]2CC[C@H](CC2)O[Si](C)(C)C(C)(C)C)=O)C(=CC=C1)F (trans-3-(-2-chloro-6-fluoro-benzyl)-1-(4-[tert-butyl-dimethyl-silanyloxy]-cyclohexyl)-piperidin-2-one). Yield: 45.9%. As a reaction SMILES: [C:1]([Si:5]([CH3:21])([CH3:20])[O:6][C@H:7]1[CH2:12][CH2:11][C@H:10]([N:13]2[CH2:18][CH2:17][CH2:16][CH2:15][C:14]2=[O:19])[CH2:9][CH2:8]1)([CH3:4])([CH3:3])[CH3:2].[Li+].CC([N-]C(C)C)C.Br[CH2:31][C:32]1[C:37]([F:38])=[CH:36][CH:35]=[CH:34][C:33]=1[Cl:39]>C1COCC1>[Cl:39][C:33]1[CH:34]=[CH:35][CH:36]=[C:37]([F:38])[C:32]=1[CH2:31][CH:15]1[CH2:16][CH2:17][CH2:18][N:13]([C@H:10]2[CH2:9][CH2:8][C@H:7]([O:6][Si:5]([C:1]([CH3:4])([CH3:3])[CH3:2])([CH3:21])[CH3:20])[CH2:12][CH2:11]2)[C:14]1=[O:19] |f:1.2|. Reported procedure: Dissolve trans-1-(4-[tert-butyl-dimethyl-silanyloxy)-cyclohexyl]-piperidin-2-one (0.3 g, 0.96 mmol) in anhydrous THF (6 mL) under nitrogen, cool to −78° C. and add LDA (2M solution in THF) (0.72 mL, 1.44 mmol) dropwise. Stir the reaction mixture for 5 minutes and add 2-bromomethyl-1-chloro-3-fluoro-benzene (0.3 g, 1.44 mmol) in anhydrous THF (2 mL) dropwise. Stir the reaction mixture at −78° C. for 3 hours, slowly warm to room temperature, quench with saturated aqueous NH4Cl (5 mL) and extract w... Reaction conditions: time 1 hour. Reactants: C(C1=CC=CC=C1)(=O)O (Benzoic acid), C(C)N(CCN(C(CCOCCC1=CC=CC2=CC=CC=C12)=O)CCNCCC1=CC=C(C=2NC(SC21)=O)O)CC (N-[2-(diethylamino)ethyl]-N-(2-{[2-(4-hydroxy-2-oxo-2,3-dihydro-1,3-benzothiazol-7-yl)ethyl]amino}ethyl)-3-[2-(1-naphthyl)ethoxy]propanamide). Reported procedure: Benzoic acid (52.75 mg) was added in one portion to a solution of N-[2-(diethylamino)ethyl]-N-(2-{[2-(4-hydroxy-2-oxo-2,3-dihydro-1,3-benzothiazol-7-yl)ethyl]amino}ethyl)-3-[2-(1-naphthyl)ethoxy]propanamide (0.25 g) in methanol (2.5 mL) producing a clear solution. This was stirred at room temperature for 1 h then the solvent was removed in vacuo. The residue was stirred in acetonitrile (5 mL) at room temperature for 16 h then the solvent was removed and methyl t-butyl ether (10 mL) was added. Th... As a reaction SMILES: [C:1]([OH:9])(=[O:8])[C:2]1[CH:7]=[CH:6][CH:5]=[CH:4][CH:3]=1.[CH2:10]([N:12]([CH2:49][CH3:50])[CH2:13][CH2:14][N:15]([CH2:33][CH2:34][NH:35][CH2:36][CH2:37][C:38]1[C:46]2[S:45][C:44](=[O:47])[NH:43][C:42]=2[C:41]([OH:48])=[CH:40][CH:39]=1)[C:16](=[O:32])[CH2:17][CH2:18][O:19][CH2:20][CH2:21][C:22]1[C:31]2[C:26](=[CH:27][CH:28]=[CH:29][CH:30]=2)[CH:25]=[CH:24][CH:23]=1)[CH3:11]>CO>[C:1]([OH:9])(=[O:8])[C:2]1[CH:7]=[CH:6][CH:5]=[CH:4][CH:3]=1.[CH2:49]([N:12]([CH2:10][CH3:11])[CH2:13][CH2:14][N:15]([CH2:33][CH2:34][NH:35][CH2:36][CH2:37][C:38]1[C:46]2[S:45][C:44](=[O:47])[NH:43][C:42]=2[C:41]([OH:48])=[CH:40][CH:39]=1)[C:16](=[O:32])[CH2:17][CH2:18][O:19][CH2:20][CH2:21][C:22]1[C:31]2[C:26](=[CH:27][CH:28]=[CH:29][CH:30]=2)[CH:25]=[CH:24][CH:23]=1)[CH3:50] |f:3.4|. The solvent is CO (methanol). Product: C(C1=CC=CC=C1)(=O)O.C(C)N(CCN(C(CCOCCC1=CC=CC2=CC=CC=C12)=O)CCNCCC1=CC=C(C=2NC(SC21)=O)O)CC (N-[2-(diethylamino)ethyl]-N-(2-{[2-(4-hydroxy-2-oxo-2,3-dihydro-1,3-benzothiazol-7-yl)ethyl]amino}ethyl)-3-[2-(1-naphthyl)ethoxy]propanamide mono benzoate). Reactants: FC1=C(NC2=C(C(=O)OC(C)(C)C)C=CC(=C2)CCC2=CC=CC=C2)C=CC(=C1)F (tert-butyl 2-(2,4-difluoroanilino)-4-phenethylbenzoate). Solvent: FC(C(=O)O)(F)F (Trifluoroacetic acid). Conditions: time 2 hour. Yields the product FC1=C(NC2=C(C(=O)O)C=CC(=C2)CCC2=CC=CC=C2)C=CC(=C1)F (2-(2,4-difluoroanilino)-4-phenethylbenzoic acid). Reaction SMILES: [F:1][C:2]1[CH:29]=[C:28]([F:30])[CH:27]=[CH:26][C:3]=1[NH:4][C:5]1[CH:17]=[C:16]([CH2:18][CH2:19][C:20]2[CH:25]=[CH:24][CH:23]=[CH:22][CH:21]=2)[CH:15]=[CH:14][C:6]=1[C:7]([O:9]C(C)(C)C)=[O:8]>FC(F)(F)C(O)=O>[F:1][C:2]1[CH:29]=[C:28]([F:30])[CH:27]=[CH:26][C:3]=1[NH:4][C:5]1[CH:17]=[C:16]([CH2:18][CH2:19][C:20]2[CH:25]=[CH:24][CH:23]=[CH:22][CH:21]=2)[CH:15]=[CH:14][C:6]=1[C:7]([OH:9])=[O:8]. Procedure details: Trifluoroacetic acid 10 mL was added to the obtained tert-butyl 2-(2,4-difluoroanilino)-4-phenethylbenzoate, and it was stirred at room temperature for 2 hours. The solvent was removed under reduced pressure, methanol was added to the obtained residue, and solid matter was filtrated to give 2-(2,4-difluoroanilino)-4-phenethylbenzoic acid 59 mg of white solid.